This data is from the Open Reaction Database (ORD), a public repository of structured organic reaction records. The task is: describe an organic reaction: reactants, conditions, products, and yield The reactants are 1E, BrC1=C2C(C(N(C2=CC=C1)CCCCC)=O)C1=CC2=C(OCO2)C=C1O (4-bromo-3-(6-hydroxy-1,3-benzodioxol-5-yl)-1-pentyl-1,3-dihydro-2H-indol-2-one), OC1=C(C=CC(=C1)OC)C1C(N(C2=CC=CC=C12)CCCCC)=O (3-(2-hydroxy-4-methoxyphenyl)-1-pentyl-1,3-dihydro-2H-indol-2-one). Yields the product OC1=C(C=CC(=C1)OC)C1(C(N(C2=CC=CC=C12)CCCCC)=O)CO (3-(2-hydroxy-4-methoxyphenyl)-3-(hydroxymethyl)-1-pentyl-1,3-dihydro-2H-indol-2-one). Reaction SMILES: BrC1C=CC=C2C=1C(C1C(O)=CC3OCOC=3C=1)[C:5](=[O:16])N2CCCCC.[OH:27][C:28]1[CH:33]=[C:32]([O:34][CH3:35])[CH:31]=[CH:30][C:29]=1[CH:36]1[C:44]2[C:39](=[CH:40][CH:41]=[CH:42][CH:43]=2)[N:38]([CH2:45][CH2:46][CH2:47][CH2:48][CH3:49])[C:37]1=[O:50]>>[OH:27][C:28]1[CH:33]=[C:32]([O:34][CH3:35])[CH:31]=[CH:30][C:29]=1[C:36]1([CH2:5][OH:16])[C:44]2[C:39](=[CH:40][CH:41]=[CH:42][CH:43]=2)[N:38]([CH2:45][CH2:46][CH2:47][CH2:48][CH3:49])[C:37]1=[O:50]. Procedure details: Following the procedure as described in PREPARATION 1E, and making non-critical variations to replace 4-bromo-3-(6-hydroxy-1,3-benzodioxol-5-yl)-1-pentyl-1,3-dihydro-2H-indol-2-one with 3-(2-hydroxy-4-methoxyphenyl)-1-pentyl-1,3-dihydro-2H-indol-2-one, the title compound was obtained (41%): 1H NMR (300 MHz, CDCl3) δ 10.79 (s, 1H), 7.51-7.37 (m, 2H), 7.26 (td, 1H), 6.99 (d, 1H), 6.95 (d, 1H), 6.59 (d, 1H), 6.34 (dd, 1H), 4.67 (d, 1H), 4.14 (d, 1H), 3.76 (s, 3H), 3.78-3.69 (m, 2H), 1.75-1.63 (m, 2... Reactants: C(#N)C1=C(C=C(N)C=C1)C(F)(F)F (4-cyano-3-trifluoromethyl-aniline), C(CC)C(C(=O)O)=C (2-propyl-acrylic acid). The product is C(#N)C1=C(C=C(C=C1)NC(C(=C)CCC)=O)C(F)(F)F (N-(4-Cyano-3-trifluoromethyl-phenyl)-2-propyl-acrylamide). Reaction SMILES: [C:1]([C:3]1[CH:9]=[CH:8][C:6]([NH2:7])=[CH:5][C:4]=1[C:10]([F:13])([F:12])[F:11])#[N:2].[CH2:14]([C:17](=[CH2:21])[C:18](O)=[O:19])[CH2:15][CH3:16]>>[C:1]([C:3]1[CH:9]=[CH:8][C:6]([NH:7][C:18](=[O:19])[C:17]([CH2:14][CH2:15][CH3:16])=[CH2:21])=[CH:5][C:4]=1[C:10]([F:11])([F:12])[F:13])#[N:2]. Procedure details: Following the procedure described in Example 1, starting from 4-cyano-3-trifluoromethyl-aniline and 2-propyl-acrylic acid, the title compound was prepared as a yellow solid. Procedure details: After N-methylaniline(0.50 ml, 4.8 mmol) was added to a mixture solution of 4-(1-methyl-1,2,3,4-tetrahydroisoquinolin-2-yl)-2-chloro-5,6,7,8-tetrahydroquinazoline(0.75 g, 2.40 mmol) and dimethylformamide(5 ml), 0.26 g of the titled compound was obtained in accordance with the same procedure as in Step 2 of Example 1. Solvent: CN(C=O)C (dimethylformamide). Yield: 25.7%. Reactants: CNC1=CC=CC=C1 (N-methylaniline), CC1N(CCC2=CC=CC=C12)C1=NC(=NC=2CCCCC12)Cl (4-(1-methyl-1,2,3,4-tetrahydroisoquinolin-2-yl)-2-chloro-5,6,7,8-tetrahydroquinazoline). RXN SMILES: [CH3:1][NH:2][C:3]1[CH:8]=[CH:7][CH:6]=[CH:5][CH:4]=1.[CH3:9][CH:10]1[C:19]2[C:14](=[CH:15][CH:16]=[CH:17][CH:18]=2)[CH2:13][CH2:12][N:11]1[C:20]1[C:29]2[CH2:28][CH2:27][CH2:26][CH2:25][C:24]=2[N:23]=[C:22]([Cl:30])[N:21]=1>CN(C)C=O>[ClH:30].[CH3:1][N:2]([C:3]1[CH:8]=[CH:7][CH:6]=[CH:5][CH:4]=1)[C:22]1[N:21]=[C:20]([N:11]2[CH2:12][CH2:13][C:14]3[C:19](=[CH:18][CH:17]=[CH:16][CH:15]=3)[CH:10]2[CH3:9])[C:29]2[CH2:28][CH2:27][CH2:26][CH2:25][C:24]=2[N:23]=1 |f:3.4|. The product is Cl.CN(C1=NC=2CCCCC2C(=N1)N1C(C2=CC=CC=C2CC1)C)C1=CC=CC=C1 (2-(N-methylphenylamino)-4-(1-methyl-1,2,3,4-tetrahydroisoquinoline-2-yl)-5,6,7,8-tetrahydroquinazoline hydrochloride). Starting materials: ClC1=C(C(=O)O)C=CC=C1 (2-chlorobenzoic acid), FC1(CCC(CC1)(C=1C=NC(=NC1)C(F)(F)F)CN)F ([4,4-Difluoro-1-(2-(trifluoromethyl)pyrimidin-5-yl)cyclohexyl]methanamine). Product: ClC1=C(C(=O)NCC2(CCC(CC2)(F)F)C=2C=NC(=NC2)C(F)(F)F)C=CC=C1 (2-Chloro-N-[[4,4-difluoro-1-[2-(trifluoromethyl)pyrimidin-5-yl]cyclohexyl]methyl]benzamide). As a reaction SMILES: [Cl:1][C:2]1[CH:10]=[CH:9][CH:8]=[CH:7][C:3]=1[C:4]([OH:6])=O.[F:11][C:12]1([F:30])[CH2:17][CH2:16][C:15]([CH2:28][NH2:29])([C:18]2[CH:19]=[N:20][C:21]([C:24]([F:27])([F:26])[F:25])=[N:22][CH:23]=2)[CH2:14][CH2:13]1>>[Cl:1][C:2]1[CH:10]=[CH:9][CH:8]=[CH:7][C:3]=1[C:4]([NH:29][CH2:28][C:15]1([C:18]2[CH:19]=[N:20][C:21]([C:24]([F:27])([F:26])[F:25])=[N:22][CH:23]=2)[CH2:16][CH2:17][C:12]([F:11])([F:30])[CH2:13][CH2:14]1)=[O:6]. Reported procedure: From 2-chlorobenzoic acid and [4,4-Difluoro-1-(2-(trifluoromethyl)pyrimidin-5-yl)cyclohexyl]methanamine. LCMS (MH+): m/z=434.1, tR (minutes, Method F)=3.04